Dataset: the Open Reaction Database (ORD), a public repository of structured organic reaction records. Task: describe an organic reaction: reactants, conditions, products, and yield Reactants: SCC(=O)O (2-mercaptoacetic acid), CN1N=C(C=C1N)C1=NC=CC=C1 (1-methyl-3-(pyridin-2-yl)-1H-pyrazol-5-amine), FC1=CC=C(C=C1)N1N=CC2=CC(=C(C=C12)C)C=O (1-(4-fluorophenyl)-6-methyl-1H-indazole-5-carbaldehyde), SCC(=O)O (2-mercaptoacetic acid). The solvent is O (water). Reaction conditions: temperature 110 celsius, time 1 minute. Product: FC1=CC=C(C=C1)N1N=CC2=CC(=C(C=C12)C)C1C2=C(NC(CS1)=O)N(N=C2C2=NC=CC=C2)C (rac-4-(1-(4-fluorophenyl)-6-methyl-1H-indazol-5-yl)-1-methyl-3-(pyridin-2-yl)-6,8-dihydro-1H-pyrazolo[3,4-e][1,4]thiazepin-7(4H)-one). Isolated yield 30.8%. As a reaction SMILES: [CH3:1][N:2]1[C:6]([NH2:7])=[CH:5][C:4]([C:8]2[CH:13]=[CH:12][CH:11]=[CH:10][N:9]=2)=[N:3]1.[F:14][C:15]1[CH:20]=[CH:19][C:18]([N:21]2[C:29]3[C:24](=[CH:25][C:26]([CH:31]=O)=[C:27]([CH3:30])[CH:28]=3)[CH:23]=[N:22]2)=[CH:17][CH:16]=1.[SH:33][CH2:34][C:35](O)=[O:36]>O>[F:14][C:15]1[CH:16]=[CH:17][C:18]([N:21]2[C:29]3[C:24](=[CH:25][C:26]([CH:31]4[S:33][CH2:34][C:35](=[O:36])[NH:7][C:6]5[N:2]([CH3:1])[N:3]=[C:4]([C:8]6[CH:13]=[CH:12][CH:11]=[CH:10][N:9]=6)[C:5]4=5)=[C:27]([CH3:30])[CH:28]=3)[CH:23]=[N:22]2)=[CH:19][CH:20]=1. Procedure details: A reaction vial was charged with 1-methyl-3-(pyridin-2-yl)-1H-pyrazol-5-amine (0.07 g, 0.39 mmol, Example #2, step B), 1-(4-fluorophenyl)-6-methyl-1H-indazole-5-carbaldehyde (0.10 g, 0.39 mmol) and water (0.4 mL). The mixture was stirred for about 1 min then 2-mercaptoacetic acid (0.03 mL, 0.39 mmol) was added and the vial was sealed and warmed in a preheated bath to about 110° C. After stirring for 30 min, 2-mercaptoacetic acid (0.014 mL, 0.20 mmol) was added and continued heating for about 90 ... Starting materials: Cl (hydrochloric acid), N12CCCCCC2=NCCC1 (1,8-diazabicyclo[5.4.0]undec-7-ene), C(=O)NC=1C(=NC=CC1)S(=O)(=O)N (3-formylamino-2-pyridinesulfonamide), COC1=NC(=NC(=C1)OC)N(C([O-])=O)C1=CC=CC=C1 (N-(4,6-dimethoxypyrimidin-2-yl)phenylcarbamate). Solvent: C(C)#N (acetonitrile), O (water). Run at time 16 hour. Product: COC1=NC(=NC(=C1)OC)NC(=O)NS(=O)(=O)C1=NC=CC=C1NC=O (N-[(4,6-dimethoxy-pyrimidin-2-yl)-aminocarbonyl]-3-formylamino-2-pyridinesulfonamide). The yield is 88.1%. Reaction SMILES: N12CCCN=C1CCCCC2.[CH:12]([NH:14][C:15]1[C:16]([S:21]([NH2:24])(=[O:23])=[O:22])=[N:17][CH:18]=[CH:19][CH:20]=1)=[O:13].[CH3:25][O:26][C:27]1[CH:32]=[C:31]([O:33][CH3:34])[N:30]=[C:29]([N:35](C2C=CC=CC=2)[C:36](=O)[O-:37])[N:28]=1.Cl>C(#N)C.O>[CH3:34][O:33][C:31]1[CH:32]=[C:27]([O:26][CH3:25])[N:28]=[C:29]([NH:35][C:36]([NH:24][S:21]([C:16]2[C:15]([NH:14][CH:12]=[O:13])=[CH:20][CH:19]=[CH:18][N:17]=2)(=[O:23])=[O:22])=[O:37])[N:30]=1. Procedure: 0.75 g (0.0049 mol) of 1,8-diazabicyclo[5.4.0]undec-7-ene (DBU) is added to a solution of 0.5 g (0.0019 mol) of 3-formylamino-2-pyridinesulfonamide and 0.68 g (0.0025 mol) of N-(4,6-dimethoxypyrimidin-2-yl)phenylcarbamate in 40 ml of acetonitrile. The solution is stirred for 16 hours at room temperature, 20 ml of water are subsequently added, and the pH is brought to 4 using 2-normal hydrochloric acid. The mixture is extracted with dichloromethane, the organic phase is dried over MgSO4, and n-he... The reactants are O=C([O-])O, CC#N, CC(=CC1=C(C(=O)OC(c2ccccc2)c2ccccc2)N2C(=O)C(NC(=O)OC(C)(C)C)C2S(=O)C1)Sc1nnc(C)s1, [Na+], O, Cc1ccc(S(=O)(=O)O)cc1. Product: CC(=CC1=C(C(=O)OC(c2ccccc2)c2ccccc2)N2C(=O)C(N)C2S(=O)C1)Sc1nnc(C)s1. RXN SMILES: [C:56](=[O:57])([OH:58])[O-:59].[CH3:62][C:63]#[N:64].[CH:1]([c:2]1[cH:3][cH:4][cH:5][cH:6][cH:7]1)([c:8]1[cH:9][cH:10][cH:11][cH:12][cH:13]1)[O:14][C:15](=[O:16])[C:17]1=[C:24]([CH:25]=[C:26]([CH3:27])[S:28][c:29]2[n:30][n:31][c:32]([CH3:34])[s:33]2)[CH2:23][S:22](=[O:35])[CH:21]2[N:18]1[C:19](=[O:44])[CH:20]2[NH:36][C:37]([O:38][C:39]([CH3:40])([CH3:41])[CH3:42])=[O:43].[Na+:60].[OH2:61].[c:45]1([CH3:46])[cH:47][cH:48][c:49]([S:50]([OH:51])(=[O:52])=[O:53])[cH:54][cH:55]1>>[CH:1]([c:2]1[cH:3][cH:4][cH:5][cH:6][cH:7]1)([c:8]1[cH:9][cH:10][cH:11][cH:12][cH:13]1)[O:14][C:15](=[O:16])[C:17]1=[C:24]([CH:25]=[C:26]([CH3:27])[S:28][c:29]2[n:30][n:31][c:32]([CH3:34])[s:33]2)[CH2:23][S:22](=[O:35])[CH:21]2[N:18]1[C:19](=[O:44])[CH:20]2[NH2:36]. Reactants: CN=C=O, CC(C)=O, CCC1(CC)COC(c2cccc(N)c2)OC1, O. Yields the product CCC1(CC)COC(c2cccc(NC(=O)NC)c2)OC1. As a reaction SMILES: [CH3:18][N:19]=[C:20]=[O:21].[CH3:23][C:24](=[O:25])[CH3:26].[NH2:1][c:2]1[cH:3][c:4]([CH:8]2[O:9][CH2:10][C:11]([CH2:14][CH3:15])([CH2:16][CH3:17])[CH2:12][O:13]2)[cH:5][cH:6][cH:7]1.[OH2:22]>>[NH:1]([c:2]1[cH:3][c:4]([CH:8]2[O:9][CH2:10][C:11]([CH2:14][CH3:15])([CH2:16][CH3:17])[CH2:12][O:13]2)[cH:5][cH:6][cH:7]1)[C:20]([NH:19][CH3:18])=[O:21]. The reactants are O=C([O-])[O-], COC(=O)C(COc1ccc(B2OC(C)(C)C(C)(C)O2)cc1)NC(c1ccccc1)(c1ccccc1)c1ccccc1, CCO, Nc1nc(Cl)cc(OC(c2ccc(-c3cccc(F)c3)cc2)C(F)(F)F)n1, [Na+], [Na+], O. Yields the product COC(=O)C(COc1ccc(-c2cc(OC(c3ccc(-c4cccc(F)c4)cc3)C(F)(F)F)nc(N)n2)cc1)NC(c1ccccc1)(c1ccccc1)c1ccccc1. Reaction SMILES: [C:70](=[O:71])([O-:72])[O-:73].[CH3:28][C:29]1([CH3:30])[C:31]([CH3:32])([CH3:33])[O:34][B:35]([c:36]2[cH:37][cH:38][c:39]([O:40][CH2:41][CH:42]([C:43](=[O:44])[O:45][CH3:46])[NH:47][C:48]([c:49]3[cH:50][cH:51][cH:52][cH:53][cH:54]3)([c:55]3[cH:56][cH:57][cH:58][cH:59][cH:60]3)[c:61]3[cH:62][cH:63][cH:64][cH:65][cH:66]3)[cH:67][cH:68]2)[O:69]1.[CH3:76][CH2:77][OH:78].[Cl:1][c:2]1[n:3][c:4]([NH2:27])[n:5][c:6]([O:8][CH:9]([C:10]([F:11])([F:12])[F:13])[c:14]2[cH:15][cH:16][c:17](-[c:20]3[cH:21][c:22]([F:26])[cH:23][cH:24][cH:25]3)[cH:18][cH:19]2)[cH:7]1.[Na+:74].[Na+:75].[OH2:79]>>[c:2]1(-[c:36]2[cH:37][cH:38][c:39]([O:40][CH2:41][CH:42]([C:43](=[O:44])[O:45][CH3:46])[NH:47][C:48]([c:49]3[cH:50][cH:51][cH:52][cH:53][cH:54]3)([c:55]3[cH:56][cH:57][cH:58][cH:59][cH:60]3)[c:61]3[cH:62][cH:63][cH:64][cH:65][cH:66]3)[cH:67][cH:68]2)[n:3][c:4]([NH2:27])[n:5][c:6]([O:8][CH:9]([C:10]([F:11])([F:12])[F:13])[c:14]2[cH:15][cH:16][c:17](-[c:20]3[cH:21][c:22]([F:26])[cH:23][cH:24][cH:25]3)[cH:18][cH:19]2)[cH:7]1. The reactants are CON(C(=O)C=1N=CN(C1)C=1C=C(C=CC1)C1=C(C(=CC=C1)F)OC)C (1-(3′-Fluoro-2′-methoxy-biphenyl-3-yl)-1H-imidazole-4-carboxylic acid methoxy-methyl-amide), BrC1=NC=CC=N1 (2-bromopyrimidine). Yields the product FC=1C(=C(C=CC1)C1=CC(=CC=C1)N1C=NC(=C1)C(=O)C1=NC=CC=N1)OC ([1-(3′-Fluoro-2′-methoxy-biphenyl-3-yl)-1H-imidazol-4-yl]-pyrimidin-2-yl-methanone). Reaction SMILES: CON(C)[C:4]([C:6]1[N:7]=[CH:8][N:9]([C:11]2[CH:12]=[C:13]([C:17]3[CH:22]=[CH:21][CH:20]=[C:19]([F:23])[C:18]=3[O:24][CH3:25])[CH:14]=[CH:15][CH:16]=2)[CH:10]=1)=[O:5].Br[C:28]1[N:33]=[CH:32][CH:31]=[CH:30][N:29]=1>>[F:23][C:19]1[C:18]([O:24][CH3:25])=[C:17]([C:13]2[CH:14]=[CH:15][CH:16]=[C:11]([N:9]3[CH:10]=[C:6]([C:4]([C:28]4[N:33]=[CH:32][CH:31]=[CH:30][N:29]=4)=[O:5])[N:7]=[CH:8]3)[CH:12]=2)[CH:22]=[CH:21][CH:20]=1. Procedure: This compound is prepared by method C using compound 12h and 2-bromopyrimidine